This data is from the Open Reaction Database (ORD), a public repository of structured organic reaction records. The task is: describe an organic reaction: reactants, conditions, products, and yield The product is OC(C(=O)O)C(C1=CC=CC=C1)(C1=CC=CC=C1)OCC(N(CCCC)CCCC)=O (2-Hydroxy-3-(N,N-dibutylcarbamoylmethoxy)-3,3-diphenylpropionic acid). RXN SMILES: [OH:1][CH:2]([C:7]([O:20][CH2:21][C:22](=[O:32])[N:23]([CH2:28][CH2:29][CH2:30][CH3:31])[CH2:24][CH2:25][CH2:26][CH3:27])([C:14]1[CH:19]=[CH:18][CH:17]=[CH:16][CH:15]=1)[C:8]1[CH:13]=[CH:12][CH:11]=[CH:10][CH:9]=1)[C:3]([O:5]C)=[O:4].[OH-].[Na+].O>O1CCOCC1>[OH:1][CH:2]([C:7]([O:20][CH2:21][C:22](=[O:32])[N:23]([CH2:28][CH2:29][CH2:30][CH3:31])[CH2:24][CH2:25][CH2:26][CH3:27])([C:14]1[CH:15]=[CH:16][CH:17]=[CH:18][CH:19]=1)[C:8]1[CH:13]=[CH:12][CH:11]=[CH:10][CH:9]=1)[C:3]([OH:5])=[O:4] |f:1.2|. Starting materials: [OH-].[Na+] (sodium hydroxide), OC(C(=O)OC)C(C1=CC=CC=C1)(C1=CC=CC=C1)OCC(N(CCCC)CCCC)=O (methyl 2-hydroxy-3-(N,N-dibutylcarbamoylmethoxy)-3,3-diphenylpropionate), O (Water). Yield: 80.0%. The solvent is O1CCOCC1 (dioxane). Procedure: 1.42 g of methyl 2-hydroxy-3-(N,N-dibutylcarbamoylmethoxy)-3,3-diphenylpropionate were dissolved in 10 ml of dioxane and 4.8 ml of 1N sodium hydroxide solution and stirred at room temperature for 3 hours. Water was then added to the mixture, and the aqueous phase was extracted with ether. The aqueous phase was acidified with hydrochloric acid and extracted with ethyl acetate, and the organic phase was dried over magnesium sulfate. After removal of the solvent by distillation, 1.1 g of oil were i... Reactants: CS(=O)(=O)OC[C@H]1[C@@H](OC2=C(O1)C=CC=C2C(=O)N)COS(=O)(=O)C ((±)-(trans)-2,3-Dihydro-2,3-bis[[(methylsulphonyl)oxy]methyl]-1,4-benzodioxin-5-carboxamide). Solvent: C(C1=CC=CC=C1)N (benzylamine). Conditions: time 1 hour. Product: C1(=CC=CC=C1)CN1C[C@H]2[C@H](C1)OC1=C(O2)C=CC=C1C(=O)N ((±)-(trans)-2,3,3a,9a-Tetrahydro-2-(phenylmethyl)-1H-[1,4]benzodioxino[2,3-c]pyrrole-5-carboxamide). Yield: 189.6%. RXN SMILES: CS(O[CH2:6][C@@H:7]1[O:12][C:11]2[CH:13]=[CH:14][CH:15]=[C:16]([C:17]([NH2:19])=[O:18])[C:10]=2[O:9][C@H:8]1[CH2:20]OS(C)(=O)=O)(=O)=O>C(N)C1C=CC=CC=1>[C:16]1([CH2:17][N:19]2[CH2:20][C@@H:8]3[O:9][C:10]4[C:16]([C:17]([NH2:19])=[O:18])=[CH:15][CH:14]=[CH:13][C:11]=4[O:12][C@H:7]3[CH2:6]2)[CH:10]=[CH:11][CH:13]=[CH:14][CH:15]=1. Reported procedure: A solution of Compound D (6.76 g) in benzylamine (10 ml) was heated to 120° for 10 minutes. The warm (85°) solution was poured into stirred, distilled water (300 ml) at room temperature. An oil deposited which quickly solidified. After 1 hour's brisk stirring, the buff coloured particulate solid was collected, washed with water and dried to give the title compound 5.03 g, m.pt 155°-165°. The reactants are CC1(OC2=C(C1C1=CC=C(C=C1)C)C(=C(C(=C2C)C)N)C)C (2,2,4,6,7-pentamethyl-3-(4-methylphenyl)-2,3-dihydro-1-benzofuran-5-amine), COC1=CC=C(C(=O)Cl)C=C1 (4-methoxybenzoyl chloride). Solvent: C(C)(=O)OCC.CCCCCC (Ethyl acetate hexane). Product: COC1=CC=C(C(=O)NC=2C(=C(C3=C(C(C(O3)(C)C)C3=CC=C(C=C3)C)C2C)C)C)C=C1 (4-Methoxy-N-[2,2,4,6,7-pentamethyl-3-(4-methylphenyl)-2,3-dihydro-1-benzofuran-5-yl]benzamide). The yield is 86.0%. Reaction SMILES: [CH3:1][C:2]1([CH3:22])[CH:6]([C:7]2[CH:12]=[CH:11][C:10]([CH3:13])=[CH:9][CH:8]=2)[C:5]2[C:14]([CH3:21])=[C:15]([NH2:20])[C:16]([CH3:19])=[C:17]([CH3:18])[C:4]=2[O:3]1.[CH3:23][O:24][C:25]1[CH:33]=[CH:32][C:28]([C:29](Cl)=[O:30])=[CH:27][CH:26]=1>C(OCC)(=O)C.CCCCCC>[CH3:23][O:24][C:25]1[CH:33]=[CH:32][C:28]([C:29]([NH:20][C:15]2[C:16]([CH3:19])=[C:17]([CH3:18])[C:4]3[O:3][C:2]([CH3:22])([CH3:1])[CH:6]([C:7]4[CH:8]=[CH:9][C:10]([CH3:13])=[CH:11][CH:12]=4)[C:5]=3[C:14]=2[CH3:21])=[O:30])=[CH:27][CH:26]=1 |f:2.3|. Reported procedure: By using 2,2,4,6,7-pentamethyl-3-(4-methylphenyl)-2,3-dihydro-1-benzofuran-5-amine and 4-methoxybenzoyl chloride, the title compound was synthesized according to Example 1b. Yield: 86%. Melting point: 161-163° C. (Ethyl acetate-hexane) Reactants: ClC=1C=C(C=CC1NC(=O)C1=CN(C2=CC=CC=C12)C(C)C)CC(=O)OC (methyl 3-chloro-4-((1-isopropyl-3-indolylcarbonyl)amino)phenylacetate), [OH-].[Na+] (NaOH). The solvent is C1CCOC1 (THF). Conditions: temperature 50 celsius, time 18 hour. The product is ClC=1C=C(C=CC1NC(=O)C1=CN(C2=CC=CC=C12)C(C)C)CC(=O)O (3-chloro-4-((1-isopropyl-3-indolylcarbonyl)amino)phenylacetic acid). Isolated yield 93.0%. As a reaction SMILES: [OH-].[Na+].[Cl:3][C:4]1[CH:5]=[C:6]([CH2:25][C:26]([O:28]C)=[O:27])[CH:7]=[CH:8][C:9]=1[NH:10][C:11]([C:13]1[C:21]2[C:16](=[CH:17][CH:18]=[CH:19][CH:20]=2)[N:15]([CH:22]([CH3:24])[CH3:23])[CH:14]=1)=[O:12]>C1COCC1>[Cl:3][C:4]1[CH:5]=[C:6]([CH2:25][C:26]([OH:28])=[O:27])[CH:7]=[CH:8][C:9]=1[NH:10][C:11]([C:13]1[C:21]2[C:16](=[CH:17][CH:18]=[CH:19][CH:20]=2)[N:15]([CH:22]([CH3:23])[CH3:24])[CH:14]=1)=[O:12] |f:0.1|. Procedure details: In THF (6.0 ml) was dissolved the methyl 3-chloro-4-((1-isopropyl-3-indolylcarbonyl)amino)phenylacetate obtained in the above-described (Step 3). To the resulting solution was added 0.25N NaOH (6.0 ml), followed by stirring at 50° C. for 18 hours. After cooling, the reaction mixture was distilled under reduced pressure to remove the solvent. The resulting residue was acidified with 1N HCl (2.0 ml). The crystals thus precipitated were collected by filtration under reduced pressure, washed with wa... Starting materials: CCOC(=O)N1CCC(n2c(=O)[nH]c3ccc(Cl)cc32)CC1, Cl, [Na+], [OH-]. Yields the product O=c1[nH]c2ccc(Cl)cc2n1C1CCNCC1. RXN SMILES: [Cl:1][c:2]1[cH:3][cH:4][c:5]2[c:6]([n:7]([CH:11]3[CH2:12][CH2:13][N:14]([C:17]([O:18][CH2:19][CH3:20])=[O:21])[CH2:15][CH2:16]3)[c:8](=[O:10])[nH:9]2)[cH:22]1.[ClH:23].[Na+:25].[OH-:24]>>[Cl:1][c:2]1[cH:3][cH:4][c:5]2[c:6]([n:7]([CH:11]3[CH2:12][CH2:13][NH:14][CH2:15][CH2:16]3)[c:8](=[O:10])[nH:9]2)[cH:22]1. Product: CC(C(F)F)(C(F)F)O (2-methyl-1,1,3,3-tetrafluoro-2-propanol). Starting materials: CC(=C(F)F)C(F)F (2-methyl-1,1,3,3-tetrafluoro-1-propene), S(O)(O)(=O)=O (sulfuric acid). Reported procedure: As another example, 2-methyl-1,1,3,3-tetrafluoro-2-propanol may be prepared by fluorinating commercially available 1,1-dichloro-2-propanone to form 1,1-difluoro-2-propanone which may then be reacted with CF2 carbene to form 2-methyl-1,1,3,3-tetrafluoro-1-propene. The 2-methyl-1,1,3,3-tetrafluoro-1-propene may then be reacted with sulfuric acid and then water to form 2-methyl-1,1,3,3-tetrafluoro-2-propanol. As a reaction SMILES: [CH3:1][C:2]([CH:6]([F:8])[F:7])=[C:3]([F:5])[F:4].S(=O)(=O)(O)[OH:10]>O>[CH3:1][C:2]([OH:10])([CH:6]([F:8])[F:7])[CH:3]([F:5])[F:4]. The solvent is O (water). The reactants are FC1=C(C(=O)O)C=C(C(=C1)C)F (2,5-difluoro-4-methylbenzoic acid), C(C)O (ethanol). The reagents and catalysts are S(=O)(Cl)Cl (thionyl chloride). Conditions: temperature 70 celsius, time 18 hour. Yields the product FC1=C(C(=O)OCC)C=C(C(=C1)C)F (Ethyl 2,5-difluoro-4-methylbenzoate). Yield: 86.0%. RXN SMILES: [F:1][C:2]1[CH:10]=[C:9]([CH3:11])[C:8]([F:12])=[CH:7][C:3]=1[C:4]([OH:6])=[O:5].[CH2:13](O)[CH3:14]>S(Cl)(Cl)=O>[F:1][C:2]1[CH:10]=[C:9]([CH3:11])[C:8]([F:12])=[CH:7][C:3]=1[C:4]([O:6][CH2:13][CH3:14])=[O:5]. Procedure details: To a solution of 2,5-difluoro-4-methylbenzoic acid (595 mg, 3.89 mmol) in ethanol (30 mL) was added a catalytic amount of thionyl chloride (2 drops). The reaction was stirred for 18 hours at 70° C., and cooled to room temperature. The solvent was removed in vacuo to afford the title compound as a clear oil (500 mg, 86%). No further purification undertaken. Starting materials: FC(F)(F)c1ccc(CBr)cc1, CC(C)=O, Cc1ccc(-c2ccn3c(=O)[nH]nc3c2Cl)cc1, [K+], [K+], O=C([O-])[O-]. Product: Cc1ccc(-c2ccn3c(=O)n(Cc4ccc(C(F)(F)F)cc4)nc3c2Cl)cc1. RXN SMILES: [Br:19][CH2:20][c:21]1[cH:22][cH:23][c:24]([C:27]([F:28])([F:29])[F:30])[cH:25][cH:26]1.[CH3:37][C:38](=[O:39])[CH3:40].[Cl:1][c:2]1[c:3]2[n:4]([cH:5][cH:6][c:7]1-[c:8]1[cH:9][cH:10][c:11]([CH3:14])[cH:12][cH:13]1)[c:15](=[O:18])[nH:16][n:17]2.[K+:31].[K+:32].[O-:33][C:34]([O-:35])=[O:36]>>[Cl:1][c:2]1[c:3]2[n:4]([cH:5][cH:6][c:7]1-[c:8]1[cH:9][cH:10][c:11]([CH3:14])[cH:12][cH:13]1)[c:15](=[O:18])[n:16]([CH2:20][c:21]1[cH:22][cH:23][c:24]([C:27]([F:28])([F:29])[F:30])[cH:25][cH:26]1)[n:17]2. Reaction SMILES: [C:1]1([C:7](C)(O)[C:8]([OH:10])=O)[CH:6]=[CH:5][CH:4]=[CH:3][CH:2]=1.Cl.[CH3:14][NH:15][O:16][CH3:17].ON1C2C=CC=CC=2N=N1.CN1CC[O:32][CH2:31]C1.C(N=C=NCCN(C)C)C>CN(C)C=O.C(OCC)(=O)C>[CH3:14][N:15]([O:16][CH3:17])[C:31](=[O:32])[CH:8]([OH:10])[CH2:7][C:1]1[CH:2]=[CH:3][CH:4]=[CH:5][CH:6]=1 |f:1.2|. Product: CN(C(C(CC1=CC=CC=C1)O)=O)OC (N-Methyl-N-methoxy-2-hydroxy-3-phenylpropanamide). Solvent: C(C)(=O)OCC (ethyl acetate), CN(C=O)C (dimethylformamide). Reported procedure: A solution of 2.0 g (12 mmol) of phenyllactic acid, 1.17 g (12 mmol) of N,O-dimethylhydroxylamine hydrochloride, and 1.78 g (13 mmol) of 1-hydroxybenzotriazole in 20 ml of dimethylformamide was treated sequentially with 2.77 ml (25 mmol) of 4-methylmorpholine and 2.53 g (13 mmol) of N-ethyl-N'-(dimethylaminoethyl)carbodiimide. After being stirred at ambient temperature overnight, the solution was diluted with ethyl acetate; washed sequentially with water, 10% citric acid, aqueous NaHCO3, and sat... The reactants are C1(=CC=CC=C1)C(C(=O)O)(O)C (phenyllactic acid), Cl.CNOC (N,O-dimethylhydroxylamine hydrochloride), ON1N=NC2=C1C=CC=C2 (1-hydroxybenzotriazole), CN1CCOCC1 (4-methylmorpholine), C(C)N=C=NCCN(C)C (N-ethyl-N'-(dimethylaminoethyl)carbodiimide). Reaction conditions: time 8 hour. Yield: 99.6%. Reactants: CO, Cc1cc(C2CCCC2)c(O)cc1[N+](=O)[O-]. The product is Cc1cc(C2CCCC2)c(O)cc1N. RXN SMILES: [CH3:17][OH:18].[CH:1]1([c:6]2[c:7]([OH:16])[cH:8][c:9]([N+:13]([O-:14])=[O:15])[c:10]([CH3:12])[cH:11]2)[CH2:2][CH2:3][CH2:4][CH2:5]1>>[CH:1]1([c:6]2[c:7]([OH:16])[cH:8][c:9]([NH2:13])[c:10]([CH3:12])[cH:11]2)[CH2:2][CH2:3][CH2:4][CH2:5]1.